Dataset: the Open Reaction Database (ORD), a public repository of structured organic reaction records. Task: describe an organic reaction: reactants, conditions, products, and yield Starting materials: C(=O)(C(F)(F)F)O (TFA), C(C)(C)(C)OC(NC1=NC(=C(N=C1)OCC1CC1)C1=CC=C(C=C1)Cl)=O ([6-(4-chloro-phenyl)-5-cyclopropylmethoxy-pyrazin-2-yl]-carbamic acid tert-butyl ester). Run at time 1 hour. The product is ClC1=CC=C(C=C1)C1=C(N=CC(=N1)N)OC1CCC1 (6-(4-Chloro-phenyl)-5-cyclobutoxy-pyrazin-2-ylamine). Isolated yield 13.3%. As a reaction SMILES: C(O)(C(F)(F)F)=O.C(OC(=O)[NH:14][C:15]1[CH:20]=[N:19][C:18]([O:21][CH2:22][CH:23]2[CH2:25][CH2:24]2)=[C:17]([C:26]2[CH:31]=[CH:30][C:29]([Cl:32])=[CH:28][CH:27]=2)[N:16]=1)(C)(C)C>>[Cl:32][C:29]1[CH:28]=[CH:27][C:26]([C:17]2[N:16]=[C:15]([NH2:14])[CH:20]=[N:19][C:18]=2[O:21][CH:22]2[CH2:23][CH2:25][CH2:24]2)=[CH:31][CH:30]=1. Procedure details: TFA (14.8 g, 10 mL, 130 mmol) was added to [6-(4-chloro-phenyl)-5-cyclopropylmethoxy-pyrazin-2-yl]-carbamic acid tert-butyl ester (example 50b, 1.365 g, 3.63 mmol). The resulting yellow solution was stirred at room temperature for 1 h. The solvent was evaporated and the residue was partitioned between ethyl acetate and 1M Na2CO3 solution; the organic phases were combined, dried with MgSO4 and concentrated in vacuo. The crude material was purified by flash chromatography (silica gel, 100g, 10% to... The reactants are N#Cc1ncccc1Br, O=C([O-])[O-], c1ccc2c(c1)CCCN2, Cc1ccccc1, [Cs+], [Cs+], N#N, CC1(C)c2cccc(P(c3ccccc3)c3ccccc3)c2Oc2c(P(c3ccccc3)c3ccccc3)cccc21. Product: N#Cc1ncccc1N1CCCc2ccccc21. RXN SMILES: [Br:9][c:10]1[c:11]([C:16]#[N:17])[n:12][cH:13][cH:14][cH:15]1.[C:3](=[O:4])([O-:5])[O-:6].[CH2:18]1[CH2:19][NH:20][c:21]2[cH:22][cH:23][cH:24][cH:25][c:26]2[CH2:27]1.[CH3:70][c:71]1[cH:72][cH:73][cH:74][cH:75][cH:76]1.[Cs+:7].[Cs+:8].[N:1]#[N:2].[c:28]1([P:29]([c:30]2[cH:31][cH:32][cH:33][cH:34][cH:35]2)[c:36]2[c:37]3[c:61]([cH:62][cH:63][cH:64]2)[C:58]([CH3:59])([CH3:60])[c:40]2[c:39]([c:44]([P:45]([c:46]4[cH:47][cH:48][cH:49][cH:50][cH:51]4)[c:52]4[cH:53][cH:54][cH:55][cH:56][cH:57]4)[cH:43][cH:42][cH:41]2)[O:38]3)[cH:65][cH:66][cH:67][cH:68][cH:69]1>>[c:10]1([N:20]2[CH2:19][CH2:18][CH2:27][c:26]3[c:21]2[cH:22][cH:23][cH:24][cH:25]3)[c:11]([C:16]#[N:17])[n:12][cH:13][cH:14][cH:15]1. The reactants are CC(=O)O, CCOC(C)=O, ClCCl, Cc1cc2ccc(Cl)cc2c(Cl)n1, [Na+], [OH-], O, [Zn]. The product is Cc1cc2ccc(Cl)cc2cn1. As a reaction SMILES: [CH3:20][C:21](=[O:22])[OH:23].[CH3:24][CH2:25][O:26][C:27]([CH3:28])=[O:29].[Cl:15][CH2:16][Cl:17].[Cl:1][c:2]1[n:3][c:4]([CH3:13])[cH:5][c:6]2[cH:7][cH:8][c:9]([Cl:12])[cH:10][c:11]12.[Na+:19].[OH-:18].[OH2:14].[Zn:30]>>[cH:2]1[n:3][c:4]([CH3:13])[cH:5][c:6]2[cH:7][cH:8][c:9]([Cl:12])[cH:10][c:11]12. Reaction SMILES: [OH:1][C:2]1[C:3]([CH3:18])=[C:4]2[C:9](=[C:10]([CH3:13])[C:11]=1[CH3:12])[O:8][C:7]([CH3:17])([C:14]([OH:16])=O)[CH2:6][CH2:5]2.[CH:19]1[N:23]=[CH:22][N:21]([C:24](N2C=NC=C2)=O)[CH:20]=1.CN(C)CCN>>[CH3:22][N:21]([CH3:24])[CH2:20][CH2:19][NH:23][C:14]([C:7]1([CH3:17])[CH2:6][CH2:5][C:4]2[C:9](=[C:10]([CH3:13])[C:11]([CH3:12])=[C:2]([OH:1])[C:3]=2[CH3:18])[O:8]1)=[O:16]. Isolated yield 75.9%. Starting materials: amide, CN(CCN)C (N,N-dimethylethylenediamine), OC=1C(=C2CCC(OC2=C(C1C)C)(C(=O)O)C)C (6-hydroxy-2,5,7,8-tetramethylchroman-2-carboxylic acid), C1=CN(C=N1)C(=O)N2C=CN=C2 (CDI). Product: CN(CCNC(=O)C1(OC2=C(C(=C(C(=C2CC1)C)O)C)C)C)C (N-(2-(dimethylamino)ethyl)-6-hydroxy-2,5,7,8-tetramethylchroman-2-carboxamide). Procedure: Following the amide coupling procedure described in protocol A, 1.03 g 6-hydroxy-2,5,7,8-tetramethylchroman-2-carboxylic acid (4.11 mmol), 0.712 g CDI (4.39 mmol) and 704 mg N,N-dimethylethylenediamine (7.99 mmol) produced 1 g of N-(2-(dimethylamino)ethyl)-6-hydroxy-2,5,7,8-tetramethylchroman-2-carboxamide as a white crystalline solid. Reactants: C(C)(C)OC(=O)C1=CC=C(C=C1)B(O)O (4-isopropoxycarbonylphenylboronic acid), C([O-])([O-])=O.[Na+].[Na+] (sodium carbonate), tetrakistriphenylphosphine palladium (0), NC1=C(C(=O)OC)C=C(N=C1Br)Br (methyl 3-amino-2,6-dibromoisonicotinate). Run at temperature 110 celsius, time 16 hour. Product: NC1=C(C(=O)OC)C=C(N=C1C1=CC=C(C=C1)C(=O)OC(C)C)Br (methyl 3-amino-6-bromo-2-(4-(isopropoxycarbonyl)phenyl)isonicotinate). Yield: 43.2%. Reaction SMILES: [CH:1]([O:4][C:5]([C:7]1[CH:12]=[CH:11][C:10](B(O)O)=[CH:9][CH:8]=1)=[O:6])([CH3:3])[CH3:2].C(=O)([O-])[O-].[Na+].[Na+].[NH2:22][C:23]1[C:32](Br)=[N:31][C:30]([Br:34])=[CH:29][C:24]=1[C:25]([O:27][CH3:28])=[O:26]>>[NH2:22][C:23]1[C:32]([C:10]2[CH:11]=[CH:12][C:7]([C:5]([O:4][CH:1]([CH3:3])[CH3:2])=[O:6])=[CH:8][CH:9]=2)=[N:31][C:30]([Br:34])=[CH:29][C:24]=1[C:25]([O:27][CH3:28])=[O:26] |f:1.2.3|. Procedure: A mixture of 4-isopropoxycarbonylphenylboronic acid (0.98 g, 4 7 mmol), sodium carbonate (1.02 g, 9.58 mmol), tetrakistriphenylphosphine palladium (0) (0.205 g, 0.177 mmol), and methyl 3-amino-2,6-dibromoisonicotinate (1.1 g, 3 6 mmol) in a vial was flushed with nitrogen. Toluene (12 mL) and methanol (4 mL) were added and the reaction stirred at 110° C. for 16 h. The reaction mixture was partitioned between EtOAc and sat. aq. sodium bicarbonate solution. The organic phase was washed with sat. aq... Starting materials: ClC=1SC(=CC1S(=O)(=O)Cl)Cl (2,5-dichlorothien-3-yl-sulfonyl chloride), C(Cl)Cl (methylene chloride). The reagents and catalysts are [S]Cl (sulfur monochloride), [Cl-].[Cl-].[Cl-].[Al+3] (aluminum trichloride). Run in O (water), S(=O)(=O)(Cl)Cl (sulfuryl chloride), S(=O)(=O)(Cl)Cl (sulfuryl chloride). The product is ClC=1SC(=C(C1S(=O)(=O)Cl)Cl)Cl (2,4,5-trichlorothien-3-ylsulfonyl chloride). RXN SMILES: [Cl:1][C:2]1[S:3][C:4]([Cl:11])=[CH:5][C:6]=1[S:7]([Cl:10])(=[O:9])=[O:8].C(Cl)[Cl:13]>S(Cl)(Cl)(=O)=O.O.[S]Cl.[Cl-].[Cl-].[Cl-].[Al+3]>[Cl:1][C:2]1[S:3][C:4]([Cl:11])=[C:5]([Cl:13])[C:6]=1[S:7]([Cl:10])(=[O:8])=[O:9] |f:5.6.7.8,^1:20|. Procedure: A mixture of 63 g (0.25 mol) 2,5-dichlorothien-3-yl-sulfonyl chloride, 0.5 g sulfur monochloride and 25 g sulfuryl chloride was heated under reflux. To the refluxing reaction was then added dropwise 0.5 g aluminum trichloride in 25 g sulfuryl chloride. The reaction mixture was then heated under reflux for 3 hours, cooled diluted with 400 ml cold water and cooled, with methylene chloride. The methylene chloride extracts were washed with water, saturated aqueous sodium bicarbonate, dried over magn...